describe an organic reaction: reactants, conditions, products, and yield From a dataset of the Open Reaction Database (ORD), a public repository of structured organic reaction records. Starting materials: CCOC(C)=O, [H][H], CC(C)(C)OC(=O)Nc1ccc(-c2cccs2)cc1[N+](=O)[O-]. Yields the product CC(C)(C)OC(=O)Nc1ccc(-c2cccs2)cc1N. RXN SMILES: [CH3:25][CH2:26][O:27][C:28]([CH3:29])=[O:30].[H:23][H:24].[N+:1]([O-:2])(=[O:3])[c:4]1[c:5]([NH:15][C:16]([O:17][C:18]([CH3:19])([CH3:20])[CH3:21])=[O:22])[cH:6][cH:7][c:8](-[c:10]2[s:11][cH:12][cH:13][cH:14]2)[cH:9]1>>[NH2:1][c:4]1[c:5]([NH:15][C:16]([O:17][C:18]([CH3:19])([CH3:20])[CH3:21])=[O:22])[cH:6][cH:7][c:8](-[c:10]2[s:11][cH:12][cH:13][cH:14]2)[cH:9]1.